describe an organic reaction: reactants, conditions, products, and yield From a dataset of the Open Reaction Database (ORD), a public repository of structured organic reaction records. The reactants are O1C(CCCC1)OC1=CC=C(C=C1)[Mg]Br (4-(2-Tetrahydro-3-H-pyranoxy)phenylmagnesium bromide), O1C(=NC=C1)C=O (oxazole-2-carbaldehyde). Solvent: C1CCOC1 (THF), C1CCOC1 (THF). Reaction conditions: time 2.5 hour. Yields the product O1C(=NC=C1)C(O)C1=CC=C(C=C1)OC1OCCCC1 ((+/−)-Oxazol-2-yl(4-(tetrahydro-2H-pyran-2-yloxy)phenyl)methanol). RXN SMILES: [O:1]1[CH2:6][CH2:5][CH2:4][CH2:3][CH:2]1[O:7][C:8]1[CH:13]=[CH:12][C:11]([Mg]Br)=[CH:10][CH:9]=1.[O:16]1[CH:20]=[CH:19][N:18]=[C:17]1[CH:21]=[O:22]>C1COCC1>[O:16]1[CH:20]=[CH:19][N:18]=[C:17]1[CH:21]([C:11]1[CH:12]=[CH:13][C:8]([O:7][CH:2]2[CH2:3][CH2:4][CH2:5][CH2:6][O:1]2)=[CH:9][CH:10]=1)[OH:22]. Procedure: 4-(2-Tetrahydro-3-H-pyranoxy)phenylmagnesium bromide (6.7 mmol) in THF (0.5 M) was added dropwise to a solution of oxazole-2-carbaldehyde (5.15 mmol) in THF (8 mL). After it was stirred at room temperature for 2.5 hours, the reaction was quenched with water and extracted with EtOAc (200 mL). The organic phase was washed with brine, dried over anhydrous sodium sulfate, filtered, and concentrated under reduced pressure. The residue was column chromatographed (silica gel, 1:2 EtOAc/hexane). Compoun... The reactants are NC1(CCC=CC1=O)C1=C(C=CC=C1)Cl (6-amino-6-(2-chlorophenyl)-2-cyclohexen-1-one), OC(=O)CCCC[C@@H]1SC[C@@H]2NC(=O)N[C@H]12 ((+)-biotin), OC1=CC=CC=2NN=NC21 (hydroxybenzotriazole), Cl.CN(CCCN=C=NCC)C (1-(3-dimethylaminopropyl)-3-ethylcarbodiimide hydrochloride). Run in CN(C=O)C (dimethylformamide). Product: C(CCCC[C@@H]1SC[C@@H]2NC(=O)N[C@H]12)(=O)NC1(CCC=CC1=O)C1=C(C=CC=C1)Cl (6-biotinoylamino-6-(2-chlorophenyl)-2-cyclohexen-1-one). Isolated yield 31.7%. As a reaction SMILES: [NH2:1][C:2]1([C:9]2[CH:14]=[CH:13][CH:12]=[CH:11][C:10]=2[Cl:15])[C:7](=[O:8])[CH:6]=[CH:5][CH2:4][CH2:3]1.[OH:16][C:17]([CH2:19][CH2:20][CH2:21][CH2:22][C@H:23]1[C@@H:31]2[C@@H:26]([NH:27][C:28]([NH:30]2)=[O:29])[CH2:25][S:24]1)=O.OC1C2N=NNC=2C=CC=1.Cl.CN(C)CCCN=C=NCC>CN(C)C=O>[C:17]([NH:1][C:2]1([C:9]2[CH:14]=[CH:13][CH:12]=[CH:11][C:10]=2[Cl:15])[C:7](=[O:8])[CH:6]=[CH:5][CH2:4][CH2:3]1)(=[O:16])[CH2:19][CH2:20][CH2:21][CH2:22][C@H:23]1[C@@H:31]2[C@@H:26]([NH:27][C:28]([NH:30]2)=[O:29])[CH2:25][S:24]1 |f:3.4|. Procedure details: A solution of 6-amino-6-(2-chlorophenyl)-2-cyclohexen-1-one (50 mg, 0.23 mmol), (+)-biotin (56 mg, 0.23 mmol), hydroxybenzotriazole (31 mg, 0.23 mmol), and 1-(3-dimethylaminopropyl)-3-ethylcarbodiimide hydrochloride (66 mg, 0.35 mmol) in dimethylformamide (1 ml) was stirred at room temperature for 42 h. The reaction was partitioned between water and ethyl acetate, the organic phase was washed with water, brine, dried (Na2SO4), and the solvent removed by evaporation. Flash chromatography on silic... Reactants: C(C)(C)(C)OC(=O)N1CCN(CC1)C1=CC=C(C=C1)C(CSC1=CC=NC2=CC=CC=C12)=O (4-[2-[4-(4-tert-Butoxycarbonyl-1-piperazinyl)phenyl]-2-oxoethylthio]quinoline), C(C)(C)(C)OC(=O)N1CCN(CC1)C1=CC=C(C=C1)C(CSC1=CC=NC2=CC=CC=C12)=O (4-[2-[4-(4-tert-Butoxycarbonyl-1-piperazinyl)phenyl]-2-oxoethylthio]quinoline), ice, O1CCOCC1.Cl (hydrochloride dioxane). Conditions: time 1 hour. The product is Cl.N1(CCNCC1)C1=CC=C(C=C1)C(CSC1=CC=NC2=CC=CC=C12)=O (4-[2-[4-(1-Piperazinyl)phenyl]-2-oxoethylthio]quinoline hydrochloride). Isolated yield 99.0%. RXN SMILES: C(OC([N:8]1[CH2:13][CH2:12][N:11]([C:14]2[CH:19]=[CH:18][C:17]([C:20](=[O:33])[CH2:21][S:22][C:23]3[C:32]4[C:27](=[CH:28][CH:29]=[CH:30][CH:31]=4)[N:26]=[CH:25][CH:24]=3)=[CH:16][CH:15]=2)[CH2:10][CH2:9]1)=O)(C)(C)C.O1CCOCC1.[ClH:40]>>[ClH:40].[N:11]1([C:14]2[CH:19]=[CH:18][C:17]([C:20](=[O:33])[CH2:21][S:22][C:23]3[C:32]4[C:27](=[CH:28][CH:29]=[CH:30][CH:31]=4)[N:26]=[CH:25][CH:24]=3)=[CH:16][CH:15]=2)[CH2:12][CH2:13][NH:8][CH2:9][CH2:10]1 |f:1.2,3.4|. Reported procedure: 4-[2-[4-(4-tert-Butoxycarbonyl-1-piperazinyl)phenyl]-2-oxoethylthio]quinoline (Compound 49; 2.8 g, 6.0 mmol) was gradually added to an ice-cooled solution of 4N hydrochloride dioxane solution (40 ml). The reaction mixture was stirred at room temperature for one hour. The resulting precipitates were collected by filtration and washed well with dry dioxane and dry ether to obtain 2.8 g of the titled compound (99%).